From a dataset of the Open Reaction Database (ORD), a public repository of structured organic reaction records. describe an organic reaction: reactants, conditions, products, and yield The reactants are COC=C1CCC2(CC1)CCN(c1ccc(C(C)(C)C)cc1)C2=O, C1CCOC1, Cl. Product: CC(C)(C)c1ccc(N2CCC3(CCC(C=O)CC3)C2=O)cc1. RXN SMILES: [C:1]([CH3:2])([CH3:3])([CH3:4])[c:5]1[cH:6][cH:7][c:8]([N:11]2[C:12](=[O:24])[C:13]3([CH2:14][CH2:15]2)[CH2:16][CH2:17][C:18](=[CH:21][O:22][CH3:23])[CH2:19][CH2:20]3)[cH:9][cH:10]1.[CH2:26]1[O:27][CH2:28][CH2:29][CH2:30]1.[ClH:25]>>[C:1]([CH3:2])([CH3:3])([CH3:4])[c:5]1[cH:6][cH:7][c:8]([N:11]2[C:12](=[O:24])[C:13]3([CH2:14][CH2:15]2)[CH2:16][CH2:17][CH:18]([CH:21]=[O:22])[CH2:19][CH2:20]3)[cH:9][cH:10]1. The reactants are C(C)OC(COC=1C=C2C(=CN(C2=CC1)C)C1=CC=2C(=NC=CC2)N1S(=O)(=O)C1=CC=C(C=C1)C)=O ({1-methyl-3-[1-(toluene-4-sulfonyl)-1H-pyrrolo[2,3-b]pyridin-2-yl]-1H-indol-5-yloxy}-acetic acid ethyl ester), [OH-].[K+] (potassium hydroxide). Run in CO (methanol). Yields the product CN1C=C(C2=CC(=CC=C12)OCC(=O)O)C1=CC=2C(=NC=CC2)N1 ([1-Methyl-3-(1H-pyrrolo[2,3-b]pyridin-2-yl)-1H-indol-5-yloxy]-acetic Acid). Isolated yield 53.3%. Reaction SMILES: C([O:3][C:4](=[O:36])[CH2:5][O:6][C:7]1[CH:8]=[C:9]2[C:13](=[CH:14][CH:15]=1)[N:12]([CH3:16])[CH:11]=[C:10]2[C:17]1[N:25](S(C2C=CC(C)=CC=2)(=O)=O)[C:20]2=[N:21][CH:22]=[CH:23][CH:24]=[C:19]2[CH:18]=1)C.[OH-].[K+]>CO>[CH3:16][N:12]1[C:13]2[C:9](=[CH:8][C:7]([O:6][CH2:5][C:4]([OH:36])=[O:3])=[CH:15][CH:14]=2)[C:10]([C:17]2[NH:25][C:20]3=[N:21][CH:22]=[CH:23][CH:24]=[C:19]3[CH:18]=2)=[CH:11]1 |f:1.2|. Procedure: A solution of {1-methyl-3-[1-(toluene-4-sulfonyl)-1H-pyrrolo[2,3-b]pyridin-2-yl]-1H-indol-5-yloxy}-acetic acid ethyl ester [500 mg, Reference Example 15(b)] in methanol (25 mL) was treated with potassium hydroxide (5N, 3 mL) and then heated at reflux for 16 hours. The solvent was removed under reduced pressure and the residue was treated with water (10 mL). The pH of this mixture was adjusted to 7 by addition of acetic acid and the resulting colourless solid was collected by filtration then drie... The reactants are C(C1=CC=CC=C1)(=O)OC[C@@H]1C[C@@]([C@@](C(OC(C)(C)C)([SiH3])C)(OC)O1)(O)C (Methyl 6-O-benzoyl-1-O-t-butyldimethyl-silyl-4-deoxy-α-D-fructofuranoside), C(=S)(N1C=NC=C1)N1C=NC=C1 (thiocarbonyldiimidazole). The solvent is ClCCCl (1,2-dichloroethane). Yields the product C(C1=CC=CC=C1)(=O)OC[C@@H]1C[C@@H]([C@@](C(OC(C)(C)C)([SiH3])C)(OC)O1)C (Methyl 6-O-benzoyl-1-O-t-butyldimethyl-silyl-3,4-dideoxy-α-D-fructofuranoside). RXN SMILES: [C:1]([O:9][CH2:10][C@H:11]1[O:25][C@@:14]([O:23][CH3:24])([C:15]([CH3:22])([SiH3:21])[O:16][C:17]([CH3:20])([CH3:19])[CH3:18])[C@@:13]([CH3:27])(O)[CH2:12]1)(=[O:8])[C:2]1[CH:7]=[CH:6][CH:5]=[CH:4][CH:3]=1.C(N1C=CN=C1)(N1C=CN=C1)=S>ClCCCl>[C:1]([O:9][CH2:10][C@H:11]1[O:25][C@@:14]([O:23][CH3:24])([C:15]([CH3:22])([SiH3:21])[O:16][C:17]([CH3:19])([CH3:20])[CH3:18])[C@@H:13]([CH3:27])[CH2:12]1)(=[O:8])[C:2]1[CH:3]=[CH:4][CH:5]=[CH:6][CH:7]=1. Procedure details: A solution of 3.8 g of the compound of Step 1A and thiocarbonyldiimidazole (7.0 g) in 1,2-dichloroethane (75 mL) was refluxed for 3 days and then worked up and deoxygenated as described above, Step 8A, Example 1. Yield of product was 1.2 g. 1H NMR (CDCl3) d: 8.05 (dm, 2H), 7.56 (m, 1H), & 7.44 (m, 1H, 2H) (6-O-benzoate hydrogens), 4.48 (m, 1H, H-5), 4.36 (dd, 1H, H-6a, J6a,5 =Hz, J6a,b =Hz), 4.27 (dd, 1H, H-6b, J6b,5 =Hz), 3.75 (d, 1H, H-1a, J1a,b =11.0 Hz), 3.57 (d, 1H, H-1b), 3.28 (s, 3 H. OMe...